From a dataset of the Open Reaction Database (ORD), a public repository of structured organic reaction records. describe an organic reaction: reactants, conditions, products, and yield Product: O=C(O)Cn1cc(-c2cnc3nnn(Cc4ccc5ncccc5c4)c3n2)cn1. Starting materials: COC(=O)Cn1cc(-c2cnc3nnn(Cc4ccc5ncccc5c4)c3n2)cn1, CO, Cl, [Li+], [OH-], O. Reaction SMILES: [CH3:1][O:2][C:3]([CH2:4][n:5]1[n:6][cH:7][c:8](-[c:10]2[n:11][c:12]3[c:13]([n:14][cH:15]2)[n:16][n:17][n:18]3[CH2:19][c:20]2[cH:21][c:22]3[cH:23][cH:24][cH:25][n:26][c:27]3[cH:28][cH:29]2)[cH:9]1)=[O:30].[CH3:34][OH:35].[ClH:33].[Li+:32].[OH-:31].[OH2:36]>>[O:2]=[C:3]([CH2:4][n:5]1[n:6][cH:7][c:8](-[c:10]2[n:11][c:12]3[c:13]([n:14][cH:15]2)[n:16][n:17][n:18]3[CH2:19][c:20]2[cH:21][c:22]3[cH:23][cH:24][cH:25][n:26][c:27]3[cH:28][cH:29]2)[cH:9]1)[OH:30].